Dataset: the Open Reaction Database (ORD), a public repository of structured organic reaction records. Task: describe an organic reaction: reactants, conditions, products, and yield Reactants: C(C)(=O)O (acetic acid), N1N=C(C2=CC=CC=C12)C1CCN(CC1)C#N (4-(1H-indazol-3-yl)piperidine-1-carbonitrile), solution, C[O-].[Na+] (sodium methoxide). The solvent is CO (methanol), CO (methanol). Reaction conditions: time 16 hour. The product is COC(=O)N1CCC(CC1)C1=NNC2=CC=CC=C12 (4-(1H-Indazol-3-yl)piperidine-1-carboxylic acid methyl ester). Reaction SMILES: [NH:1]1[C:9]2[C:4](=[CH:5][CH:6]=[CH:7][CH:8]=2)[C:3]([CH:10]2[CH2:15][CH2:14][N:13]([C:16]#N)[CH2:12][CH2:11]2)=[N:2]1.C[O-:19].[Na+].[C:21](O)(=[O:23])C>CO>[CH3:21][O:23][C:16]([N:13]1[CH2:14][CH2:15][CH:10]([C:3]2[C:4]3[C:9](=[CH:8][CH:7]=[CH:6][CH:5]=3)[NH:1][N:2]=2)[CH2:11][CH2:12]1)=[O:19] |f:1.2|. Reported procedure: To a stirred suspension of 4-(1H-indazol-3-yl)piperidine-1-carbonitrile (7.9 g, 0.024 mole) in methanol (15 ml) was added 4.9 ml of 25% solution of sodium methoxide in methanol. The solution was stirred at ambient temperature for 16 hours, made neutral to pH paper with glacial acetic acid, and extracted with ether. The aqueous solution was made basic with concentrated NH4OH, and extracted thrice with CH2Cl2 (35 ml). The organic extracts were combined, washed (H2O), dried (MgSO4) and the solvent ... Starting materials: C1(CC1)COC=1C=C(C=CC1)C1=C(N(C2=CC=C(C=C12)OCCO)CC1=CC(=CC=C1)OC)C(=O)OCC (ethyl 3-[3-(cyclopropylmethoxy)phenyl]-5-(2-hydroxyethoxy)-1-(3-methoxybenzyl)-1-H-indole-2-carboxylate), [H-].[Na+] (sodium hydride), C(C)I (Ethyl iodide). The solvent is CN(C=O)C (N,N-dimethylformamide). Reaction conditions: temperature 0 celsius. Product: C1(CC1)COC=1C=C(C=CC1)C1=C(N(C2=CC=C(C=C12)OCCOCC)CC1=CC(=CC=C1)OC)C(=O)OCC (Ethyl 3-[3-(cyclopropylmethoxy)phenyl]-5-(2-ethoxyethoxy)-1-(3-methoxybenzyl)-1H-indole-2-carboxylate). Isolated yield 49.6%. As a reaction SMILES: [CH:1]1([CH2:4][O:5][C:6]2[CH:7]=[C:8]([C:12]3[C:20]4[C:15](=[CH:16][CH:17]=[C:18]([O:21][CH2:22][CH2:23][OH:24])[CH:19]=4)[N:14]([CH2:25][C:26]4[CH:31]=[CH:30][CH:29]=[C:28]([O:32][CH3:33])[CH:27]=4)[C:13]=3[C:34]([O:36][CH2:37][CH3:38])=[O:35])[CH:9]=[CH:10][CH:11]=2)[CH2:3][CH2:2]1.[H-].[Na+].[CH2:41](I)[CH3:42]>CN(C)C=O>[CH:1]1([CH2:4][O:5][C:6]2[CH:7]=[C:8]([C:12]3[C:20]4[C:15](=[CH:16][CH:17]=[C:18]([O:21][CH2:22][CH2:23][O:24][CH2:41][CH3:42])[CH:19]=4)[N:14]([CH2:25][C:26]4[CH:31]=[CH:30][CH:29]=[C:28]([O:32][CH3:33])[CH:27]=4)[C:13]=3[C:34]([O:36][CH2:37][CH3:38])=[O:35])[CH:9]=[CH:10][CH:11]=2)[CH2:3][CH2:2]1 |f:1.2|. Procedure details: A solution of ethyl 3-[3-(cyclopropylmethoxy)phenyl]-5-(2-hydroxyethoxy)-1-(3-methoxybenzyl)-1-H-indole-2-carboxylate (Example 223, 110 mg, 0.23 mmol) was added to a cooled (0° C.) and stirred suspension of sodium hydride (12 mg, 0.50 mmol) in N,N-dimethylformamide (5 mL). The cold bath was removed and the reaction was stirred for 1 h. Ethyl iodide (80 μL, 156 mg, 1.0 mmol) was added and the reaction was stirred for an additional hour. The reaction was quenched with methanol (1 mL) and then dilu...